Dataset: the Open Reaction Database (ORD), a public repository of structured organic reaction records. Task: describe an organic reaction: reactants, conditions, products, and yield Reactants: CS(=O)(=O)c1ccc(-c2ccc(C(=O)O)cc2)cc1, Cc1c(C2CC2)nc2ccc([N+](=O)[O-])cn12. The product is Cc1c(C2CC2)nc2ccc(NC(=O)c3ccc(-c4ccc(S(C)(=O)=O)cc4)cc3)cn12. As a reaction SMILES: [CH3:17][S:18](=[O:19])(=[O:20])[c:21]1[cH:22][cH:23][c:24](-[c:27]2[cH:28][cH:29][c:30]([C:33](=[O:34])[OH:35])[cH:31][cH:32]2)[cH:25][cH:26]1.[CH:1]1([c:4]2[n:5][c:6]3[n:7]([cH:8][c:9]([N+:12]([O-:13])=[O:14])[cH:10][cH:11]3)[c:15]2[CH3:16])[CH2:2][CH2:3]1>>[CH:1]1([c:4]2[n:5][c:6]3[n:7]([cH:8][c:9]([NH:12][C:33]([c:30]4[cH:29][cH:28][c:27](-[c:24]5[cH:23][cH:22][c:21]([S:18]([CH3:17])(=[O:19])=[O:20])[cH:26][cH:25]5)[cH:32][cH:31]4)=[O:34])[cH:10][cH:11]3)[c:15]2[CH3:16])[CH2:2][CH2:3]1.